Task: describe an organic reaction: reactants, conditions, products, and yield. Dataset: the Open Reaction Database (ORD), a public repository of structured organic reaction records The reactants are O (Water), C(C=C)(=O)Cl (acryloyl chloride), C(C)(C)(C)OC(=O)ONC(OC(C)(C)C)=O (tert-butyl N-(tert-butoxycarbonyloxy)carbamate), C(C)(C)N(C(C)C)CC (N,N-diisopropylethylamine). Solvent: ClCCl (dichloromethane), ClCCl (dichloromethane). Reaction conditions: temperature 0 celsius. The product is C(C)(C)(C)OC(=O)ONC(C=C)=O (N-(tert-butoxycarbonyloxy)acrylamide). As a reaction SMILES: [C:1](Cl)(=[O:4])[CH:2]=[CH2:3].[C:6]([O:10][C:11]([O:13][NH:14]C(=O)OC(C)(C)C)=[O:12])([CH3:9])([CH3:8])[CH3:7].C(N(CC)C(C)C)(C)C.O>ClCCl>[C:6]([O:10][C:11]([O:13][NH:14][C:1](=[O:4])[CH:2]=[CH2:3])=[O:12])([CH3:9])([CH3:8])[CH3:7]. Procedure details: A solution of acryloyl chloride dissolved in dry dichloromethane was cooled at 0° C. with an ice bath. A mixture of tert-butyl N-(tert-butoxycarbonyloxy)carbamate (31) and N,N-diisopropylethylamine in dry dichloromethane was added. Water was added after 16 hours of reaction and the layers were separated. The organic solution was washed with diluted hydrochloric acid, a saturated sodium bicarbonate solution, water, and brine. The organic layer was dried over magnesium sulfate, filtered, and the s... Starting materials: N1=C(C=CC=C1)C(=O)O (picolinic acid), C(#N)C1=NC=CC=C1 (2-cyanopyridine), C(#N)C1=NC=CC=C1 (2-cyanopyridine), N1=C(C=CC=C1)C(=O)N (picolinamide), N1=C(C=CC=C1)C(=O)O (picolinic acid), N1=C(C=CC=C1)C(=O)O (picolinic acid), O=O (oxygen), O=O (oxygen), C(#N)C1=NC=CC=C1 (2-cyanopyridine). Solvent: glass. Run at time 30 minute. Yields the product OC1=CC=CC(=N1)C(=O)O (6-Hydroxypicolinic acid). As a reaction SMILES: [N:1]1[CH:6]=[CH:5][CH:4]=[CH:3][C:2]=1[C:7]([OH:9])=[O:8].O=O.C(C1C=CC=CN=1)#N.N1C=CC=CC=1C(N)=[O:27]>>[OH:27][C:6]1[N:1]=[C:2]([C:7]([OH:9])=[O:8])[CH:3]=[CH:4][CH:5]=1. Procedure: The biomass was cultured as described in Example 1. The formation of picolinic acid took place under strictly anaerobic conditions. A 500 ml glass bottle with rubber septum charged with 400 ml of biomass of OD650 =20 was used for the biotransformation. Incubation took place at 30° C. Before the biotransformation was started, the mixture was made anaerobic with pure nitrogen. For this purpose, nitrogen (50 mbar gauge pressure) was passed through a needle into the stirred mixture for about 30 minu... Reactants: CCOCC, Cl, O, OCCOCC(O)c1cccc2ccccc12, Cc1ccc(S(=O)(=O)Cl)cc1, c1ccncc1. Product: Cc1ccc(S(=O)(=O)OCCOCC(O)c2cccc3ccccc23)cc1. As a reaction SMILES: [CH3:37][CH2:38][O:39][CH2:40][CH3:41].[ClH:29].[OH2:30].[OH:1][CH2:2][CH2:3][O:4][CH2:5][CH:6]([OH:7])[c:8]1[cH:9][cH:10][cH:11][c:12]2[cH:13][cH:14][cH:15][cH:16][c:17]12.[c:18]1([CH3:28])[cH:19][cH:20][c:21]([S:24](=[O:25])(=[O:26])[Cl:27])[cH:22][cH:23]1.[cH:31]1[cH:32][cH:33][n:34][cH:35][cH:36]1>>[O:1]([CH2:2][CH2:3][O:4][CH2:5][CH:6]([OH:7])[c:8]1[cH:9][cH:10][cH:11][c:12]2[cH:13][cH:14][cH:15][cH:16][c:17]12)[S:24]([c:21]1[cH:20][cH:19][c:18]([CH3:28])[cH:23][cH:22]1)(=[O:25])=[O:26]. The reactants are C1(=CC=CC=C1)N(CCC)CC(=O)OCC (ethyl 2-(N-phenyl-N-propylamino)acetate). Run in C(C)O (ethanol), [OH-].[Na+] (sodium hydroxide). Reaction conditions: time 10 minute. Product: C1(=CC=CC=C1)N(CCC)CC(=O)O (2-(N-phenyl-N-propylamino)acetic acid). Isolated yield 67.8%. RXN SMILES: [C:1]1([N:7]([CH2:11][C:12]([O:14]CC)=[O:13])[CH2:8][CH2:9][CH3:10])[CH:6]=[CH:5][CH:4]=[CH:3][CH:2]=1>C(O)C.[OH-].[Na+]>[C:1]1([N:7]([CH2:11][C:12]([OH:14])=[O:13])[CH2:8][CH2:9][CH3:10])[CH:6]=[CH:5][CH:4]=[CH:3][CH:2]=1 |f:2.3|. Procedure details: To a solution of the product obtained in EXAMPLE 108 (5.0 g) in ethanol (30 ml), 3N aqueous sodium hydroxide (30 ml) was added and the mixture was stirred for 10 minutes under reflux. The aqueous solution was concentrated under reduced pressure and washed with ether, acidified to pH 3 with 2N hydrochloric acid and extracted four times with ethyl acetate. The combined organic layer was washed with saturated sodium chloride, dried over anhydrous sodium sulfate and then concentrated under reduced p... Starting materials: [Al+3], [H-], [H-], [H-], [H-], [Li+], CC(=O)Nc1ccc(N2CCN(Cc3ccccc3)CC2)cc1. Yields the product CCNc1ccc(N2CCN(Cc3ccccc3)CC2)cc1. Reaction SMILES: [Al+3:25].[H-:24].[H-:27].[H-:28].[H-:29].[Li+:26].[c:1]1([CH2:7][N:8]2[CH2:9][CH2:10][N:11]([c:14]3[cH:15][cH:16][c:17]([NH:20][C:21]([CH3:22])=[O:23])[cH:18][cH:19]3)[CH2:12][CH2:13]2)[cH:2][cH:3][cH:4][cH:5][cH:6]1>>[c:1]1([CH2:7][N:8]2[CH2:9][CH2:10][N:11]([c:14]3[cH:15][cH:16][c:17]([NH:20][CH2:21][CH3:22])[cH:18][cH:19]3)[CH2:12][CH2:13]2)[cH:2][cH:3][cH:4][cH:5][cH:6]1. Starting materials: CCOC(=O)c1cn(CC)c2c(C)c(F)c(F)cc2c1=O, CC(=O)O, O, O=S(=O)(O)O. Yields the product CCn1cc(C(=O)O)c(=O)c2cc(F)c(F)c(C)c21. RXN SMILES: [CH2:1]([CH3:2])[n:3]1[cH:4][c:5]([C:17](=[O:18])[O:19][CH2:20][CH3:21])[c:6](=[O:16])[c:7]2[cH:8][c:9]([F:15])[c:10]([F:14])[c:11]([CH3:13])[c:12]12.[CH3:27][C:28](=[O:29])[OH:30].[OH2:31].[S:22](=[O:23])(=[O:24])([OH:25])[OH:26]>>[CH2:1]([CH3:2])[n:3]1[cH:4][c:5]([C:17](=[O:18])[OH:19])[c:6](=[O:16])[c:7]2[cH:8][c:9]([F:15])[c:10]([F:14])[c:11]([CH3:13])[c:12]12. The reactants are C(C)(C)(C)OC1=CC=C(C=C)C=C1 (p-tert-butoxystyrene), C(C(=C)C)(=O)OC (methyl methacrylate), N(=NC(C#N)(CC(C)C)C)C(C#N)(CC(C)C)C (2,2'-azobis(2,4-dimethylvaleronitrile)). The solvent is petroleum ether, C1(=CC=CC=C1)C (toluene). Product: C(C)(C)(C)OC1=CC=C(C=C)C=C1.C(C(=C)C)(=O)OC (p-tertbutoxystyrene methyl methacrylate). As a reaction SMILES: [C:1]([O:5][C:6]1[CH:13]=[CH:12][C:9]([CH:10]=[CH2:11])=[CH:8][CH:7]=1)([CH3:4])([CH3:3])[CH3:2].[C:14]([O:19][CH3:20])(=[O:18])[C:15]([CH3:17])=[CH2:16].N(C(C)(CC(C)C)C#N)=NC(C)(CC(C)C)C#N>C1(C)C=CC=CC=1>[C:1]([O:5][C:6]1[CH:7]=[CH:8][C:9]([CH:10]=[CH2:11])=[CH:12][CH:13]=1)([CH3:4])([CH3:2])[CH3:3].[C:14]([O:19][CH3:20])(=[O:18])[C:15]([CH3:17])=[CH2:16] |f:4.5|. Procedure details: A solution of p-tert-butoxystyrene (15.8 g, 0.09 mole) and methyl methacrylate (1.0 g, 0.09 mole) in toluene containing a catalytic amount of 2,2'-azobis(2,4-dimethylvaleronitrile) was heated at 80° C. for 8 hours under nitrogen. After cooling, the reaction mixture was poured into petroleum ether and polymer was precipitated. The polymer was filtered by suction, washed with petroleum ether and dried in vacuo to give 10.9 g of poly(p-tertbutoxystyrene-methyl methacrylate) as a white powder. Starting materials: C(C)OP(OCC)(=O)C(F)F (diethyl(difluoromethyl)-phosphonate), [Cl-].[NH4+] (ammonium chloride), C(C)(C)(C)[Li] (tert-butyllithium), OC1=CC=2CC[C@H]3[C@@H]4C[C@H](C[C@@]4(C)CC[C@@]3(C2C=C1)C=O)O (3,16α-dihydroxy-estra-1,3,5(10)-triene-9-carbaldehyde). Solvent: CCCCC (pentane), C(OC)COC (dimethoxyethane), C(OC)COC (dimethoxyethane), CCCCC (pentane). Run at temperature -75 celsius. Product: FC(=C[C@@]12C=3C=CC(=CC3CC[C@H]1[C@@H]1C[C@H](C[C@@]1(C)CC2)O)O)F (9α-(2,2-Difluorovinyl)-estra-1,3,5(10)-triene-3,16α-diol). Reaction SMILES: C(OP([CH:9]([F:11])[F:10])(=O)OCC)C.C([Li])(C)(C)C.[OH:17][C:18]1[CH:35]=[CH:34][C:33]2[C@:32]3([CH:36]=O)[C@H:23]([C@H:24]4[C@@:28]([CH2:30][CH2:31]3)([CH3:29])[CH2:27][C@H:26]([OH:38])[CH2:25]4)[CH2:22][CH2:21][C:20]=2[CH:19]=1.[Cl-].[NH4+]>C(COC)OC.CCCCC>[F:11][C:9]([F:10])=[CH:36][C@:32]12[CH2:31][CH2:30][C@@:28]3([CH3:29])[C@@H:24]([CH2:25][C@@H:26]([OH:38])[CH2:27]3)[C@@H:23]1[CH2:22][CH2:21][C:20]1[CH:19]=[C:18]([OH:17])[CH:35]=[CH:34][C:33]2=1 |f:3.4|. Procedure details: 1.5 ml of dimethoxyethane (molecular sieve), 0.3 ml of pentane and 0.13 ml (0.77 mmol) of diethyl(difluoromethyl)-phosphonate are introduced into a reaction flask that was rendered inert, and cooled to about −75° C. After 0.72 ml (1.07 mmol) of tert-butyllithium (1.5 M in pentane) is added and after 30 minutes of reaction time, 0.14 g (0.31 mmol) of 3,16α-dihydroxy-estra-1,3,5(10)-triene-9-carbaldehyde, dissolved in a mixture of 1.5 ml of dimethoxyethane/0.3 ml of pentane, is added to the reacti...